From a dataset of the Open Reaction Database (ORD), a public repository of structured organic reaction records. describe an organic reaction: reactants, conditions, products, and yield Reactants: [N+](=O)([O-])C1=C(C=CC(=C1)C(F)(F)F)C=1C=NC=CC1 (3-(2-nitro-4-(trifluoromethyl)phenyl)pyridine), IC (iodomethane). The reagents and catalysts are [Pt](=O)=O (platinum (IV) oxide). The solvent is CC(=O)C (acetone), C1=CC=CC=C1 (benzene), CO (MeOH). Conditions: time 5 day. Product: CN1CC(CCC1)C1=C(C=C(C=C1)C(F)(F)F)N (2-(1-methylpiperidin-3-yl)-5-(trifluoromethyl)benzenamine). As a reaction SMILES: [N+:1]([C:4]1[CH:9]=[C:8]([C:10]([F:13])([F:12])[F:11])[CH:7]=[CH:6][C:5]=1[C:14]1[CH:15]=[N:16][CH:17]=[CH:18][CH:19]=1)([O-])=O.I[CH3:21]>CC(C)=O.C1C=CC=CC=1.CO.[Pt](=O)=O>[CH3:21][N:16]1[CH2:17][CH2:18][CH2:19][CH:14]([C:5]2[CH:6]=[CH:7][C:8]([C:10]([F:13])([F:12])[F:11])=[CH:9][C:4]=2[NH2:1])[CH2:15]1. Reported procedure: To an orange solution of 3-(2-nitro-4-(trifluoromethyl)phenyl)pyridine (1.4 g, 5.2 mmol) in 2 ml acetone and 1 mL benzene was added iodomethane (1.0 ml, 16 mmol). The solution was allowed to stand for 5 days, and was concentrated in vacuo to give an orange solid. A portion of this material was treated with platinum (IV) oxide (0.11 g, 0.49 mmol) in 5 ml MeOH under an atmosphere of hydrogen for approximately 24 h. The reaction was flushed with nitrogen, filtered through celite, and concentrated. ... Reactants: Grignard reagent, BrC=1C=C(C=CC1)C1OCCCO1 (2-(3-bromophenyl)-[1,3]dioxane), FC(C(C=C(C)C)=O)(F)F (1,1,1-trifluoro-4-methylpent-3-en-2-one). Reagents/catalysts: [Cu]I (copper (I) iodide). Conditions: time 45 minute. Product: O1C(OCCC1)C=1C=C(C=CC1)C(CC(C(F)(F)F)=O)(C)C (4-(3-[1,3]dioxan-2-ylphenyl)-1,1,1-trifluoro-4-methylpentan-2-one). As a reaction SMILES: Br[C:2]1[CH:3]=[C:4]([CH:8]2[O:13][CH2:12][CH2:11][CH2:10][O:9]2)[CH:5]=[CH:6][CH:7]=1.[F:14][C:15]([F:23])([F:22])[C:16](=[O:21])[CH:17]=[C:18]([CH3:20])[CH3:19]>[Cu]I>[O:9]1[CH2:10][CH2:11][CH2:12][O:13][CH:8]1[C:4]1[CH:3]=[C:2]([C:18]([CH3:20])([CH3:19])[CH2:17][C:16](=[O:21])[C:15]([F:23])([F:22])[F:14])[CH:7]=[CH:6][CH:5]=1. Procedure details: To a solution of the Grignard reagent derived from 2-(3-bromophenyl)-[1,3]dioxane (52.6 mL of 0.25M in THF, 13.1 mmol) at 0° C. was added copper (I) iodide (25 g, 13.1 mmol). After 45 minutes, 1,1,1-trifluoro-4-methylpent-3-en-2-one (2 g, 13.1 mmol) was added and the reaction mixture slowly warmed to room temperature and stirred overnight. The mixture was quenched with saturated aqueous ammonium chloride and extracted with ethyl acetate. The combined organic layers were washed with saturated aqu... The reactants are CC(C)(C)OC(=O)NC(C)(C)c1cccc(N)c1, ClCCl, [Ca+2], S=C(Cl)Cl, N, O=C([O-])[O-], O. Product: CC(C)(C)OC(=O)NC(C)(C)c1cccc(NC(N)=S)c1. RXN SMILES: [C:5]([CH3:6])([CH3:7])([CH3:8])[O:9][C:10]([NH:11][C:12]([CH3:13])([c:14]1[cH:15][c:16]([NH2:20])[cH:17][cH:18][cH:19]1)[CH3:21])=[O:22].[CH2:29]([Cl:30])[Cl:31].[Ca+2:23].[Cl:1][C:2]([Cl:3])=[S:4].[NH3:28].[O-:24][C:25](=[O:26])[O-:27].[OH2:32]>>[C:2](=[S:4])([NH:20][c:16]1[cH:15][c:14]([C:12]([NH:11][C:10]([O:9][C:5]([CH3:6])([CH3:7])[CH3:8])=[O:22])([CH3:13])[CH3:21])[cH:19][cH:18][cH:17]1)[NH2:28]. The reactants are CCOC(=O)C1c2cc(Br)c(OC)cc2CCN1C(=O)C(=O)N(CCSCC#Cc1cccs1)C(C)(C)C, Cl, [K+], C1COCCO1, [OH-], O. Product: COc1cc2c(cc1Br)C(C(=O)O)N(C(=O)C(=O)N(CCSCC#Cc1cccs1)C(C)(C)C)CC2. RXN SMILES: [Br:1][c:2]1[c:3]([O:37][CH3:38])[cH:4][c:5]2[c:10]([cH:11]1)[CH:9]([C:12](=[O:13])[O:14][CH2:15][CH3:16])[N:8]([C:17]([C:18](=[O:19])[N:20]([CH2:21][CH2:22][S:23][CH2:24][C:25]#[C:26][c:27]1[s:28][cH:29][cH:30][cH:31]1)[C:32]([CH3:33])([CH3:34])[CH3:35])=[O:36])[CH2:7][CH2:6]2.[ClH:41].[K+:40].[O:42]1[CH2:43][CH2:44][O:45][CH2:46][CH2:47]1.[OH-:39].[OH2:48]>>[Br:1][c:2]1[c:3]([O:37][CH3:38])[cH:4][c:5]2[c:10]([cH:11]1)[CH:9]([C:12](=[O:13])[OH:14])[N:8]([C:17]([C:18](=[O:19])[N:20]([CH2:21][CH2:22][S:23][CH2:24][C:25]#[C:26][c:27]1[s:28][cH:29][cH:30][cH:31]1)[C:32]([CH3:33])([CH3:34])[CH3:35])=[O:36])[CH2:7][CH2:6]2. The reactants are O (water), C(C)OC([C@@H](NC(C1=CC(=CC(=C1)C)C)=O)CC1=CC=C(C=C1)C1=CC=NO1)=O (N-(3,5-dimethylbenzoyl)-3-[4-(5-isoxazolyl)-phenyl]-alanine ethyl ester), CI (methyliodide), [H-].[Na+] (sodium hydride). Solvent: CN(C=O)C (N,N-dimethylformamide). Product: C(C)OC([C@@H](N(C)C(C1=CC(=CC(=C1)C)C)=O)CC1=CC=C(C=C1)C1=CC=NO1)=O (N-(3,5-dimethylbenzoyl)-N-methyl-3-[4-(5-isoxazolyl)-phenyl]-alanine ethyl ester). As a reaction SMILES: [CH2:1]([O:3][C:4](=[O:29])[C@H:5]([CH2:17][C:18]1[CH:23]=[CH:22][C:21]([C:24]2[O:28][N:27]=[CH:26][CH:25]=2)=[CH:20][CH:19]=1)[NH:6][C:7](=[O:16])[C:8]1[CH:13]=[C:12]([CH3:14])[CH:11]=[C:10]([CH3:15])[CH:9]=1)[CH3:2].[CH3:30]I.[H-].[Na+].O>CN(C)C=O>[CH2:1]([O:3][C:4](=[O:29])[C@H:5]([CH2:17][C:18]1[CH:19]=[CH:20][C:21]([C:24]2[O:28][N:27]=[CH:26][CH:25]=2)=[CH:22][CH:23]=1)[N:6]([C:7](=[O:16])[C:8]1[CH:9]=[C:10]([CH3:15])[CH:11]=[C:12]([CH3:14])[CH:13]=1)[CH3:30])[CH3:2] |f:2.3|. Procedure: A solution of N-(3,5-dimethylbenzoyl)-3-[4-(5-isoxazolyl)-phenyl]-alanine ethyl ester (3,8 g) and methyliodide (1.8 ml) in dry N,N-dimethylformamide (40 ml) is cooled in an ice bath and sodium hydride (60% in oil, 390 mg) is added in portions. The mixture is allowed to warm to room temperature during 5 hours, then poured into water, extracted with ethyl acetate, the organic phase washed with water, and with brine, dried and evaporated. Flash chromatography of the residue on silica gel (hexane/et... Reaction SMILES: [CH3:35][CH2:36][N:37]=[C:38]=[N:39][CH2:40][CH2:41][CH2:42][N:43]([CH3:44])[CH3:45].[CH:1]([N:2]([CH2:3][CH3:4])[CH:5]([CH3:6])[CH3:7])([CH3:8])[CH3:9].[F:10][c:11]1[c:12](-[c:17]2[cH:18][c:19]([C:22](=[O:23])[OH:24])[n:20][nH:21]2)[cH:13][cH:14][cH:15][cH:16]1.[NH2:46][CH2:47][C:48](=[O:49])[N:50]1[CH2:51][CH2:52][N:53]([C:56]([c:57]2[c:58]([C:63]([F:64])([F:65])[F:66])[cH:59][cH:60][cH:61][cH:62]2)=[O:67])[CH2:54][CH2:55]1.[O:68]=[CH:69][N:70]([CH3:71])[CH3:72].[OH2:73].[OH:25][n:26]1[c:27]2[c:28]([cH:29][cH:30][cH:31][cH:32]2)[n:33][n:34]1>>[F:10][c:11]1[c:12](-[c:17]2[cH:18][c:19]([C:22](=[O:24])[NH:46][CH2:47][C:48](=[O:49])[N:50]3[CH2:51][CH2:52][N:53]([C:56]([c:57]4[c:58]([C:63]([F:64])([F:65])[F:66])[cH:59][cH:60][cH:61][cH:62]4)=[O:67])[CH2:54][CH2:55]3)[n:20][nH:21]2)[cH:13][cH:14][cH:15][cH:16]1. Starting materials: CCN=C=NCCCN(C)C, CCN(C(C)C)C(C)C, O=C(O)c1cc(-c2ccccc2F)[nH]n1, NCC(=O)N1CCN(C(=O)c2ccccc2C(F)(F)F)CC1, CN(C)C=O, O, On1nnc2ccccc21. The product is O=C(NCC(=O)N1CCN(C(=O)c2ccccc2C(F)(F)F)CC1)c1cc(-c2ccccc2F)[nH]n1. The reactants are CCCC[N+](CCCC)(CCCC)CCCC, CN(C)c1ccccc1, CC#N, [Cl-], O=P(Cl)(Cl)Cl, O=c1[nH]c(Sc2ccccc2)nc2nc[nH]c12. Product: Clc1nc(Sc2ccccc2)nc2nc[nH]c12. RXN SMILES: [CH2:33]([N+:34]([CH2:35][CH2:36][CH2:37][CH3:38])([CH2:39][CH2:40][CH2:41][CH3:42])[CH2:43][CH2:44][CH2:45][CH3:46])[CH2:47][CH2:48][CH3:49].[CH3:18][N:19]([c:20]1[cH:21][cH:22][cH:23][cH:24][cH:25]1)[CH3:26].[CH3:50][C:51]#[N:52].[Cl-:32].[P:27]([Cl:28])([Cl:29])([Cl:30])=[O:31].[c:1]1([S:7][c:8]2[nH:9][c:10](=[O:17])[c:11]3[nH:12][cH:13][n:14][c:15]3[n:16]2)[cH:2][cH:3][cH:4][cH:5][cH:6]1>>[c:1]1([S:7][c:8]2[n:9][c:10]([Cl:29])[c:11]3[nH:12][cH:13][n:14][c:15]3[n:16]2)[cH:2][cH:3][cH:4][cH:5][cH:6]1. The reactants are FC=1C=C(C=CC1OC)C1=C(N2C([C@@H]([C@H]2C1)[C@@H](C)O)=O)C(=O)[O-].[Na+] (sodium (5R,6S)-3-(3-fluoro-4-methoxyphenyl)-6-[(1R)-1-hydroxyethyl]-7-oxo-1-azabicyclo[3.2.0]hept-2-ene-2-carboxylate), C(C(C)(C)C)(=O)OCI (pivaloyloxymethyl iodide), C(C)OCC (diethyl ether). Solvent: CN(C)C=O (DMF). Conditions: time 15 minute. Yields the product FC=1C=C(C=CC1OC)C1=C(N2C([C@@H]([C@H]2C1)[C@@H](C)O)=O)C(=O)OCOC(C(C)(C)C)=O ([(2,2-dimethylpropanoyl)oxy]methyl (5R,6S)-3-(3-fluoro-4-methoxyphenyl)-6-[(1R)-1-hydroxyethyl]-7-oxo-1-azabicyclo[3.2.0]hept-2-ene-2-carboxylate). The yield is 55.2%. Reaction SMILES: [F:1][C:2]1[CH:3]=[C:4]([C:10]2[CH2:16][C@H:15]3[N:12]([C:13](=[O:20])[C@@H:14]3[C@H:17]([OH:19])[CH3:18])[C:11]=2[C:21]([O-:23])=[O:22])[CH:5]=[CH:6][C:7]=1[O:8][CH3:9].[Na+].[C:25]([O:31][CH2:32]I)(=[O:30])[C:26]([CH3:29])([CH3:28])[CH3:27].C(OCC)C>CN(C=O)C>[F:1][C:2]1[CH:3]=[C:4]([C:10]2[CH2:16][C@H:15]3[N:12]([C:13](=[O:20])[C@@H:14]3[C@H:17]([OH:19])[CH3:18])[C:11]=2[C:21]([O:23][CH2:32][O:31][C:25](=[O:30])[C:26]([CH3:29])([CH3:28])[CH3:27])=[O:22])[CH:5]=[CH:6][C:7]=1[O:8][CH3:9] |f:0.1|. Reported procedure: To sodium (5R,6S)-3-(3-fluoro-4-methoxyphenyl)-6-[(1R)-1-hydroxyethyl]-7-oxo-1-azabicyclo[3.2.0]hept-2-ene-2-carboxylate (100 mg) in DMF (3 mL) was added at 0° C. pivaloyloxymethyl iodide (77 mg), and the mixture was stirred for 15 minutes. To the reaction mixture was added diethyl ether (50 mL), and the mixture was washed with saturated brine (50 mL×3times), dried over magnesium sulfate, filtered, and the solvent was removed in vacuo. The residue was purified under silica gel column chromatogra...